The task is: describe an organic reaction: reactants, conditions, products, and yield. This data is from the Open Reaction Database (ORD), a public repository of structured organic reaction records. The reactants are O=C([O-])[O-], CCCCS(=O)(=O)NC(=O)c1ccc([N+](=O)[O-])c(N)c1, CCOC(C)=O, CO, ClCc1ccc(Cl)cc1Cl, [I-], [K+], [K+], [Na+]. Yields the product CCCCS(=O)(=O)NC(=O)c1ccc([N+](=O)[O-])c(NCc2ccc(Cl)cc2Cl)c1. RXN SMILES: [C:23](=[O:24])([O-:25])[O-:26].[CH2:1]([CH2:2][CH2:3][CH3:4])[S:5](=[O:6])(=[O:7])[NH:8][C:9]([c:10]1[cH:11][c:12]([NH2:19])[c:13]([N+:16](=[O:17])[O-:18])[cH:14][cH:15]1)=[O:20].[CH3:39][CH2:40][O:41][C:42](=[O:43])[CH3:44].[CH3:45][OH:46].[Cl:29][c:30]1[c:31]([CH2:32][Cl:33])[cH:34][cH:35][c:36]([Cl:38])[cH:37]1.[I-:22].[K+:27].[K+:28].[Na+:21]>>[CH2:1]([CH2:2][CH2:3][CH3:4])[S:5](=[O:6])(=[O:7])[NH:8][C:9]([c:10]1[cH:11][c:12]([NH:19][CH2:32][c:31]2[c:30]([Cl:29])[cH:37][c:36]([Cl:38])[cH:35][cH:34]2)[c:13]([N+:16](=[O:17])[O-:18])[cH:14][cH:15]1)=[O:20].